Dataset: the Open Reaction Database (ORD), a public repository of structured organic reaction records. Task: describe an organic reaction: reactants, conditions, products, and yield Starting materials: H-Benzotriazole-l-methanol, CCO (EtOH), C(C1=CC=CC=C1)NCC1=CC=CC=C1 (Dibenzylamine), N1N=NC2=C1C=CC=C2 (benzotriazole). Run at time 24 hour. Product: C(C1=CC=CC=C1)N(CC1=CC=CC=C1)CN1N=NC2=C1C=CC=C2 (N-(dibenzylaminomethyl)benzotriazole). As a reaction SMILES: [CH2:1]([NH:8][CH2:9][C:10]1[CH:15]=[CH:14][CH:13]=[CH:12][CH:11]=1)[C:2]1[CH:7]=[CH:6][CH:5]=[CH:4][CH:3]=1.[NH:16]1[C:20]2[CH:21]=[CH:22][CH:23]=[CH:24][C:19]=2[N:18]=[N:17]1.[CH3:25]CO>>[CH2:9]([N:8]([CH2:25][N:16]1[C:20]2[CH:21]=[CH:22][CH:23]=[CH:24][C:19]=2[N:18]=[N:17]1)[CH2:1][C:2]1[CH:7]=[CH:6][CH:5]=[CH:4][CH:3]=1)[C:10]1[CH:15]=[CH:14][CH:13]=[CH:12][CH:11]=1. Procedure: H-Benzotriazole-l-methanol (51.0 g, 0.342 mol) was weighed into a round bottom flask and solubilized in EtOH (800 mL). Dibenzylamine (67.5 g, 0.342 mol) was added slowly (over 5 min) to the rapidly stirred solution. Formation of a white precipitate was observed shortly after starting addition. The solution was abandoned to stir for 24 h. At this time the reaction is judged complete by NMR (product fragments on LCMS to show only benzotriazole). The majority of the solvent was removed by rotovap a...